From a dataset of the Open Reaction Database (ORD), a public repository of structured organic reaction records. describe an organic reaction: reactants, conditions, products, and yield The reactants are N(=O)OCCC(C)C (isopentyl nitrite), N(=O)OCCC(C)C (isopentyl nitrite), CN1N=CC(=C1N)C(=O)OCC (ethyl 1-methyl-5-amino-1H-pyrazole-4-carboxylate), CSSC (dimethyl disulfide). Run in C(Cl)(Cl)Cl (CHCl3). Reaction conditions: temperature 20 celsius, time 15 minute. Yields the product CN1N=CC(=C1SC)C(=O)OCC (Ethyl 1-methyl-5-(methylthio)-1H-pyrazole-4-carboxylate). The yield is 96.9%. RXN SMILES: N(OCCC(C)C)=O.[CH3:9][N:10]1[C:14](N)=[C:13]([C:16]([O:18][CH2:19][CH3:20])=[O:17])[CH:12]=[N:11]1.[CH3:21][S:22]SC>C(Cl)(Cl)Cl>[CH3:9][N:10]1[C:14]([S:22][CH3:21])=[C:13]([C:16]([O:18][CH2:19][CH3:20])=[O:17])[CH:12]=[N:11]1. Procedure: Add isopentyl nitrite (0.5 mL, 3.75 mmol) to a stirred 5° C. solution of ethyl 1-methyl-5-amino-1H-pyrazole-4-carboxylate (1.69 g, 10.0 mmol) and dimethyl disulfide (1.79 mL, 20.0 mmol) in CHCl3 under nitrogen in a 3-necked flask equipped with a thermometer and a condenser. Allow the reaction to warm to 20° C. in a H2O bath, and treat with additional isopentyl nitrite (1.5 mL, 11.3 mmol) dropwise. After 15 min, remove the reaction from the 20° C. H2O bath (exotherm raises temperature to 50° C. o... Reactants: CC(=O)O[BH-](OC(C)=O)OC(C)=O, CC(=O)O, CC1(C)OC2C(CN)OC(n3cnc4c(N)ncnc43)C2O1, [Na+], O=C1CC(CCC(=O)OCc2ccccc2)C1. Product: CC1(C)OC2C(CNC3CC(CCC(=O)OCc4ccccc4)C3)OC(n3cnc4c(N)ncnc43)C2O1. Reaction SMILES: [C:44]([O:45][BH-:46]([O:47][C:48](=[O:49])[CH3:50])[O:51][C:52](=[O:53])[CH3:54])(=[O:55])[CH3:56].[CH3:40][C:41](=[O:42])[OH:43].[NH2:1][CH2:2][CH:3]1[O:4][CH:5]([n:13]2[c:14]3[n:15][cH:16][n:17][c:18]([NH2:22])[c:19]3[n:20][cH:21]2)[CH:6]2[CH:7]1[O:8][C:9]([CH3:11])([CH3:12])[O:10]2.[Na+:57].[O:23]=[C:24]1[CH2:25][CH:26]([CH2:28][CH2:29][C:30](=[O:31])[O:32][CH2:33][c:34]2[cH:35][cH:36][cH:37][cH:38][cH:39]2)[CH2:27]1>>[NH:1]([CH2:2][CH:3]1[O:4][CH:5]([n:13]2[c:14]3[n:15][cH:16][n:17][c:18]([NH2:22])[c:19]3[n:20][cH:21]2)[CH:6]2[CH:7]1[O:8][C:9]([CH3:11])([CH3:12])[O:10]2)[CH:24]1[CH2:25][CH:26]([CH2:28][CH2:29][C:30](=[O:31])[O:32][CH2:33][c:34]2[cH:35][cH:36][cH:37][cH:38][cH:39]2)[CH2:27]1. Reactants: O=C1Nc2cccnc2N(C(=O)Cl)c2ccccc21, C1CNCC(CCN2CCCC2)C1. Product: O=C1Nc2cccnc2N(C(=O)N2CCCC(CCN3CCCC3)C2)c2ccccc21, Cl. RXN SMILES: [Cl:1][C:2](=[O:3])[N:4]1[c:5]2[c:6]([cH:16][cH:17][cH:18][n:19]2)[NH:7][C:8](=[O:15])[c:9]2[c:10]1[cH:11][cH:12][cH:13][cH:14]2.[N:20]1([CH2:25][CH2:26][CH:27]2[CH2:28][NH:29][CH2:30][CH2:31][CH2:32]2)[CH2:21][CH2:22][CH2:23][CH2:24]1>>[C:2](=[O:3])([N:4]1[c:5]2[c:6]([cH:16][cH:17][cH:18][n:19]2)[NH:7][C:8](=[O:15])[c:9]2[c:10]1[cH:11][cH:12][cH:13][cH:14]2)[N:29]1[CH2:28][CH:27]([CH2:26][CH2:25][N:20]2[CH2:21][CH2:22][CH2:23][CH2:24]2)[CH2:32][CH2:31][CH2:30]1.[ClH:1]. Starting materials: N1=CC=CC=C1 (pyridine), SCC(=O)OCC (ethyl mercaptoacetate), ClC(C(=O)Cl)=CC1=C(C=C(C(=C1)C1=NN(C(=C1Cl)OC(F)F)C)Cl)Cl (2-chloro-3-(2,4-dichloro-5-{4-chloro-5-difluoromethoxy-1-methyl-1H-pyrazol-3-yl)phenyl)propenoyl chloride). The solvent is O1CCCC1 (tetrahydrofuran). Reaction conditions: time 8 hour. Product: ClC(C(=O)SCC(=O)OCC)=CC1=C(C=C(C(=C1)C1=NN(C(=C1Cl)OC(F)F)C)Cl)Cl (S-(Ethoxycarbonylmethyl) 2-chloro-3-(2,4-dichloro-5-(4-chloro-5-difluoromethoxy-1-methyl-1H-pyrazol-3-yl)phenyl)thiopropenoate). RXN SMILES: N1C=CC=CC=1.[SH:7][CH2:8][C:9]([O:11][CH2:12][CH3:13])=[O:10].[Cl:14][C:15](=[CH:19][C:20]1[CH:25]=[C:24]([C:26]2[C:30]([Cl:31])=[C:29]([O:32][CH:33]([F:35])[F:34])[N:28]([CH3:36])[N:27]=2)[C:23]([Cl:37])=[CH:22][C:21]=1[Cl:38])[C:16](Cl)=[O:17]>O1CCCC1>[Cl:14][C:15](=[CH:19][C:20]1[CH:25]=[C:24]([C:26]2[C:30]([Cl:31])=[C:29]([O:32][CH:33]([F:35])[F:34])[N:28]([CH3:36])[N:27]=2)[C:23]([Cl:37])=[CH:22][C:21]=1[Cl:38])[C:16]([S:7][CH2:8][C:9]([O:11][CH2:12][CH3:13])=[O:10])=[O:17]. Reported procedure: 0.95 g (7.3 mmol) of pyridine and 0.88 g (7.3 mmol) of ethyl mercaptoacetate were added to a solution of 3.3 g (6.7 mmol) of 2-chloro-3-(2,4-dichloro-5-{4-chloro-5-difluoromethoxy-1-methyl-1H-pyrazol-3-yl)phenyl)propenoyl chloride in 70 ml of tetrahydrofuran. The reaction mixture was stirred for 8 hours and then concentrated. The crude product was purified by chromatography on silica gel (eluent: hexane/ethyl acetate =1:1). Yield: 2.1 g.